The task is: describe an organic reaction: reactants, conditions, products, and yield. This data is from the Open Reaction Database (ORD), a public repository of structured organic reaction records. Starting materials: NC1=C(C=NC=C1C(=O)O)Br (4-amino-5-bromonicotinic acid), N1=CC=CC=C1 (pyridine), FC(C=1C=C(C(=O)Cl)C=CC1)(F)F (3-(trifluoromethyl)benzoyl chloride). Solvent: O (H2O). Reaction conditions: temperature 60 celsius, time 2 hour. Product: BrC1=CN=CC2=C1N=C(OC2=O)C2=CC(=CC=C2)C(F)(F)F (8-bromo-2-(3-(trifluoromethyl)phenyl)-4H-pyrido[4,3-d][1,3]oxazin-4-one). The yield is 47.3%. Reaction SMILES: [NH2:1][C:2]1[C:7]([C:8]([OH:10])=[O:9])=[CH:6][N:5]=[CH:4][C:3]=1[Br:11].N1C=CC=CC=1.[F:18][C:19]([F:30])([F:29])[C:20]1[CH:21]=[C:22]([CH:26]=[CH:27][CH:28]=1)[C:23](Cl)=O>O>[Br:11][C:3]1[C:2]2[N:1]=[C:23]([C:22]3[CH:26]=[CH:27][CH:28]=[C:20]([C:19]([F:18])([F:29])[F:30])[CH:21]=3)[O:9][C:8](=[O:10])[C:7]=2[CH:6]=[N:5][CH:4]=1. Procedure: A mixture of 5-bromo-4-aminonicotinic acid 46 (10.5 g, 48.4 mmol) and pyridine (60 mL) was heated at 60° C. until homogeneous. 3-(trifluoromethyl)benzoyl chloride 2 (8.0 mL, 53.0 mmol) was added and stirring continued for 2 h. H2O (200 mL) was added and the mixture cooled to 0° C. The resulting yellow precipitate was collected by filtration, rinsed with H2O (100 mL) then pentane (100 mL), and dried under vacuum to give the 47 (8.50 g, 47% yield). The reactants are CCN=C=O, CC(C)c1nnc2ccc(Sc3ccccc3CO)cn12, ClCCl. The product is CCNC(=O)OCc1ccccc1Sc1ccc2nnc(C(C)C)n2c1. As a reaction SMILES: [CH2:22]([CH3:23])[N:24]=[C:25]=[O:26].[CH:1]([CH3:2])([CH3:3])[c:4]1[n:5][n:6][c:7]2[n:8]1[cH:9][c:10]([S:13][c:14]1[c:15]([CH2:20][OH:21])[cH:16][cH:17][cH:18][cH:19]1)[cH:11][cH:12]2.[Cl:27][CH2:28][Cl:29]>>[CH:1]([CH3:2])([CH3:3])[c:4]1[n:5][n:6][c:7]2[n:8]1[cH:9][c:10]([S:13][c:14]1[c:15]([CH2:20][O:21][C:25]([NH:24][CH2:22][CH3:23])=[O:26])[cH:16][cH:17][cH:18][cH:19]1)[cH:11][cH:12]2. Reactants: C(C=C)OC1=CC=C(C=C1)N1C(C=CC1=O)=O (N-(4-Allyloxyphenyl)maleimide), ClC=1C=C(C(=O)OO)C=CC1 (3-chloroperoxybenzoic acid). Solvent: ClCCl (dichloromethane). Run at time 72 hour. Product: O1C(COC2=CC=C(C=C2)N2C(C=CC2=O)=O)C1 (N-(4-[2,3-Epoxypropyl]oxyphenyl)maleimide). Reaction SMILES: [CH2:1]([O:4][C:5]1[CH:10]=[CH:9][C:8]([N:11]2[C:15](=[O:16])[CH:14]=[CH:13][C:12]2=[O:17])=[CH:7][CH:6]=1)[CH:2]=[CH2:3].ClC1C=C(C=CC=1)C(OO)=[O:23]>ClCCl>[O:23]1[CH2:3][CH:2]1[CH2:1][O:4][C:5]1[CH:6]=[CH:7][C:8]([N:11]2[C:15](=[O:16])[CH:14]=[CH:13][C:12]2=[O:17])=[CH:9][CH:10]=1. Procedure details: N-(4-Allyloxyphenyl)maleimide (175 g, 76.4 mole) and 3-chloroperoxybenzoic acid (262 g, 70-75%, Across) were dissolved in 2.0 l of dichloromethane. After stirring for 72 h at room temperature, the reaction mixture was concentrated under reduced pressure to a slurry. Ether (2.0 l) was added to the slurry and stirred for 0.5 h at room temperature. The product was filtered off, washed with ether, and dried in an oven.